From a dataset of the Open Reaction Database (ORD), a public repository of structured organic reaction records. describe an organic reaction: reactants, conditions, products, and yield The reactants are C(C)(C)(C)C=1N=C(C2=C(N1)N(N=N2)CC)N2CC(CC2)(F)F (5-tert-Butyl-7-(3,3-difluoro-pyrrolidin-1-yl)-3-ethyl-3H-[1,2,3]triazolo[4,5-d]pyrimidine), C(C)(C)(C)C=1N=C(C2=C(N1)NN=N2)N2CC(CC2)(F)F (5-tert-butyl-7-(3,3-difluoropyrrolidin-1-yl)-3H-[1,2,3]triazolo[4,5-d]pyrimidine), BrCC1=C(C=C(C(=C1)F)F)Cl (1-(bromomethyl)-2-chloro-4,5-difluorobenzene). Product: C(C)(C)(C)C=1N=C(C2=C(N1)N(N=N2)CC2=C(C=C(C(=C2)F)F)Cl)N2CC(CC2)(F)F (5-tert-Butyl-3-(2-chloro-4,5-difluoro-benzyl)-7-(3,3-difluoro-pyrrolidin-1-yl)-3H-[1,2,3 ]triazolo[4,5-d]pyrimidine), gum. Yield: 45.0%. Reaction SMILES: [C:1]([C:5]1[N:6]=[C:7]([N:16]2[CH2:20][CH2:19][C:18]([F:22])([F:21])[CH2:17]2)[C:8]2[N:13]=[N:12][N:11]([CH2:14][CH3:15])[C:9]=2[N:10]=1)([CH3:4])([CH3:3])[CH3:2].C(C1N=C(N2CCC(F)(F)C2)C2N=NNC=2N=1)(C)(C)C.BrCC1[CH:50]=[C:49]([F:51])[C:48]([F:52])=[CH:47][C:46]=1[Cl:53]>>[C:1]([C:5]1[N:6]=[C:7]([N:16]2[CH2:20][CH2:19][C:18]([F:21])([F:22])[CH2:17]2)[C:8]2[N:13]=[N:12][N:11]([CH2:14][C:15]3[CH:50]=[C:49]([F:51])[C:48]([F:52])=[CH:47][C:46]=3[Cl:53])[C:9]=2[N:10]=1)([CH3:2])([CH3:3])[CH3:4]. Reported procedure: In analogy to the procedure described for the synthesis of 5-tert-butyl-7-(3,3-difluoro-pyrrolidin-1-yl)-3-ethyl-3H-[1,2,3]triazolo[4,5-d]pyrimidine (example 61), the title compound was prepared from 5-tert-butyl-7-(3,3-difluoropyrrolidin-1-yl)-3H-[1,2,3]triazolo[4,5-d]pyrimidine and 1-(bromomethyl)-2-chloro-4,5-difluorobenzene and isolated as colorless gum (8.3 mg, 45%). MS (m/e): 443.4 (MH+). Reported procedure: 4,5-Difluoro-6-methyl-1-(4-piperidinyl)-1,3-dihydro-2H-benzimidazol-2-one hydrochloride (D23, 90 mg, 0.3 mmol) was converted to its free base using SCX, and this was then mixed with tetrahydro-4H-pyran-4-one (100 mg, 1.2 mmol), acetone cyanohydrin (100 mg, 1.2 mmol), magnesium sulfate (0.33 g) and dimethylacetamide (1 ml). The mixture was stirred under a slow stream of argon at 60° C. overnight, then partitioned between water and dichloromethane. Drying and evaporation gave the crystalline title... The reactants are Cl.FC1=C(C(=CC=2N(C(NC21)=O)C2CCNCC2)C)F (4,5-Difluoro-6-methyl-1-(4-piperidinyl)-1,3-dihydro-2H-benzimidazol-2-one hydrochloride), O1CCC(CC1)=O (tetrahydro-4H-pyran-4-one), CC(C#N)(O)C (acetone cyanohydrin), S(=O)(=O)([O-])[O-].[Mg+2] (magnesium sulfate). Product: FC1=C(C(=CC=2N(C(NC21)=O)C2CCN(CC2)C2(CCOCC2)C#N)C)F (4,5-Difluoro-6-methyl-1-[1-(4-cyanotetrahydro-2H-pyran-4-yl)-4-piperidinyl]-1,3-dihydro-2H-benzimidazol-2-one). Solvent: CC(=O)N(C)C (dimethylacetamide). RXN SMILES: Cl.[F:2][C:3]1[C:11]2[NH:10][C:9](=[O:12])[N:8]([CH:13]3[CH2:18][CH2:17][NH:16][CH2:15][CH2:14]3)[C:7]=2[CH:6]=[C:5]([CH3:19])[C:4]=1[F:20].[O:21]1[CH2:26][CH2:25][C:24](=O)[CH2:23][CH2:22]1.CC(C)(O)[C:30]#[N:31].S([O-])([O-])(=O)=O.[Mg+2]>CC(N(C)C)=O>[F:2][C:3]1[C:11]2[NH:10][C:9](=[O:12])[N:8]([CH:13]3[CH2:14][CH2:15][N:16]([C:24]4([C:30]#[N:31])[CH2:25][CH2:26][O:21][CH2:22][CH2:23]4)[CH2:17][CH2:18]3)[C:7]=2[CH:6]=[C:5]([CH3:19])[C:4]=1[F:20] |f:0.1,4.5|. Reaction conditions: temperature 60 celsius, time 8 hour.